From a dataset of the Open Reaction Database (ORD), a public repository of structured organic reaction records. describe an organic reaction: reactants, conditions, products, and yield The reactants are Cl.C(C1=CC=CC=C1)ON (O-benzylhydroxylamine hydrochloride), N1=CC=CC=C1 (pyridine), ClC(=O)OCC(Cl)(Cl)Cl (trichloroethyl chloroformate). The solvent is C(C)#N (acetonitrile), C(C)#N (acetonitrile). Reaction conditions: time 8 hour. The product is ClC(COC(NOCC1=CC=CC=C1)=O)(Cl)Cl ((Phenylmethoxy)carbamic acid 2.2.2-trichloroethyl ester). RXN SMILES: Cl.[CH2:2]([O:9][NH2:10])[C:3]1[CH:8]=[CH:7][CH:6]=[CH:5][CH:4]=1.N1C=CC=CC=1.Cl[C:18]([O:20][CH2:21][C:22]([Cl:25])([Cl:24])[Cl:23])=[O:19]>C(#N)C>[Cl:23][C:22]([Cl:25])([Cl:24])[CH2:21][O:20][C:18](=[O:19])[NH:10][O:9][CH2:2][C:3]1[CH:8]=[CH:7][CH:6]=[CH:5][CH:4]=1 |f:0.1|. Reported procedure: Under anhydrous conditions, 50 g of O-benzylhydroxylamine hydrochloride is suspended in 783 ml of acetonitrile. To the suspension is added 50.6 ml of pyridine followed by dropwise addition of 43.15 ml trichloroethyl chloroformate in 235 ml of acetonitrile. The reaction is allowed to stir overnight at room temperature. The mixture is concentrated in vacuo and diluted with ethyl acetate. The organic layer is washed with 0.5N citric acid, water, saturated sodium bicarbonate, saturated sodium chlori...